This data is from the Open Reaction Database (ORD), a public repository of structured organic reaction records. The task is: describe an organic reaction: reactants, conditions, products, and yield Reactants: 91, C=CC=C.C=CC1=CC=CC=C1.CC(=C)C(=O)OCCO (butadiene styrene HEMA), C(C(=C)C)(=O)OCC1CO1 (GMA). Yields the product C=CC=C.C=CC1=CC=CC=C1.C(C(=C)C)(=O)OCC1CO1 (butadiene styrene glycidyl methacrylate), CC(=C)C(=O)OCCO (HEMA). Reaction SMILES: [CH2:1]=[CH:2][CH:3]=[CH2:4].[CH2:5]=[CH:6][C:7]1[CH:12]=[CH:11][CH:10]=[CH:9][CH:8]=1.[CH3:13][C:14]([C:16]([O:18][CH2:19][CH2:20][OH:21])=[O:17])=[CH2:15].[C:22]([O:27][CH2:28][CH:29]1[O:31][CH2:30]1)(=[O:26])[C:23]([CH3:25])=[CH2:24]>>[CH2:1]=[CH:2][CH:3]=[CH2:4].[CH2:5]=[CH:6][C:7]1[CH:12]=[CH:11][CH:10]=[CH:9][CH:8]=1.[C:22]([O:27][CH2:28][CH:29]1[O:31][CH2:30]1)(=[O:26])[C:23]([CH3:25])=[CH2:24].[CH3:15][C:14]([C:16]([O:18][CH2:19][CH2:20][OH:21])=[O:17])=[CH2:13] |f:0.1.2,4.5.6|. Procedure details: The terpolymer (butadiene-styrene-HEMA) of Example 1 was compounded as in Example 1. A butadiene-styrene-glycidyl methacrylate (GMA) terpolymer was prepared using Recipe C (Table I), it was stripped, coagulated and compounded as in Example 1. The oil extended GMA terpolymer had a Mooney of 91. As seen from Table 3, the HEMA terpolymer gave compounds having better vibrotester resilience than compounds of the GMA terpolymer. Starting materials: CC1=NN=C2N1C1=C(N(C(C2)=O)C2=CC=CC=C2)C=C(C=C1)SC (1-methyl-8-(methylthio)-6-phenyl-4H-s-triazolo[4,3-a][1,5]benzodiazepin-5-one), I(=O)(=O)(=O)[O-].[Na+] (sodium metaperiodate). The solvent is CO (methanol). Yields the product CC1=NN=C2N1C1=C(N(C(C2)=O)C2=CC=CC=C2)C=C(C=C1)S(=O)C (1-Methyl-8-(methylsulfinyl)-6-phenyl-4H-s-triazolo[4,3-a][1,5]benzodiazepin-5-one). As a reaction SMILES: [CH3:1][C:2]1[N:6]2[C:7]3[CH:22]=[CH:21][C:20]([S:23][CH3:24])=[CH:19][C:8]=3[N:9]([C:13]3[CH:18]=[CH:17][CH:16]=[CH:15][CH:14]=3)[C:10](=[O:12])[CH2:11][C:5]2=[N:4][N:3]=1.I([O-])(=O)(=O)=[O:26].[Na+]>CO>[CH3:1][C:2]1[N:6]2[C:7]3[CH:22]=[CH:21][C:20]([S:23]([CH3:24])=[O:26])=[CH:19][C:8]=3[N:9]([C:13]3[CH:18]=[CH:17][CH:16]=[CH:15][CH:14]=3)[C:10](=[O:12])[CH2:11][C:5]2=[N:4][N:3]=1 |f:1.2|. Procedure details: 3.36 g of 1-methyl-8-(methylthio)-6-phenyl-4H-s-triazolo[4,3-a][1,5]benzodiazepin-5-one and 2.14 g of sodium metaperiodate in 500 ml methanol is stirred at +5° C. for 24 hours. The reaction is evaporated; the residue dissolved in methylene chloride, washed with water, dried and concentrated. The concentrate is chromatographed on silica gel (20-1000μ plates, 20×20 cm) using acetone-methanol (9:1) as eluting solvent. The band containing the product is removed, stirred with acetone-methanol (4:1) a... The reactants are C(C)(C)(C)OC(N[C@@H]1C[C@H](C1)O)=O (trans-(3-Hydroxy-cyclobutyl)-carbamic acid tert-butyl ester), FC=1C=CC(=C(C1)O)[N+](=O)[O-] (5-fluoro-2-nitrophenol). Product: C(C)(C)(C)OC(N[C@@H]1C[C@H](C1)OC1=C(C=CC(=C1)F)[N+](=O)[O-])=O ([trans-3-(5-fluoro-2-nitro-phenoxy)-cyclobutyl]-carbamic acid tert-butyl ester). Reaction SMILES: [C:1]([O:5][C:6](=[O:13])[NH:7][C@H:8]1[CH2:11][C@H:10]([OH:12])[CH2:9]1)([CH3:4])([CH3:3])[CH3:2].[F:14][C:15]1[CH:16]=[CH:17][C:18]([N+:22]([O-:24])=[O:23])=[C:19](O)[CH:20]=1>>[C:1]([O:5][C:6](=[O:13])[NH:7][C@H:8]1[CH2:11][C@H:10]([O:12][C:17]2[CH:16]=[C:15]([F:14])[CH:20]=[CH:19][C:18]=2[N+:22]([O-:24])=[O:23])[CH2:9]1)([CH3:4])([CH3:2])[CH3:3]. Procedure details: Prepared analogously to XVI.1 from 2.3 g trans-(3-Hydroxy-cyclobutyl)-carbamic acid tert-butyl ester, 1.6 g 5-fluoro-2-nitrophenol and 2.423 mIDIAD.